This data is from the Open Reaction Database (ORD), a public repository of structured organic reaction records. The task is: describe an organic reaction: reactants, conditions, products, and yield Starting materials: Cl (HCl), OC1=CC=C(C=C1)C1C(NC(N1)=O)=O (5-(p-hydroxyphenyl)hydantoin), S(=O)(=O)(O)O.NO (hydroxylamine sulfate), [OH-].[Na+] (NaOH). Reagents/catalysts: [O-]S(=O)S(=O)[O-].[Na+].[Na+] (Na2S2O4). Solvent: O (H2O). Yields the product OC1=CC=C(C=C1)C(C(=O)O)NC(=O)N (p-hydroxyphenylhydantoic acid). Yield: 89.5%. RXN SMILES: [OH:1][C:2]1[CH:7]=[CH:6][C:5]([CH:8]2[NH:12][C:11](=[O:13])[NH:10][C:9]2=[O:14])=[CH:4][CH:3]=1.S(O)(O)(=O)=[O:16].NO.[OH-].[Na+].Cl>[O-]S(S([O-])=O)=O.[Na+].[Na+].O>[OH:1][C:2]1[CH:7]=[CH:6][C:5]([CH:8]([NH:12][C:11]([NH2:10])=[O:13])[C:9]([OH:14])=[O:16])=[CH:4][CH:3]=1 |f:1.2,3.4,6.7.8|. Procedure: Crude 5-(p-hydroxyphenyl)hydantoin (85.6 g) is placed in a 1-liter round bottom flask with 41 g hydroxylamine sulfate, 1 g Na2S2O4, 60 g NaOH, and 300 ml H2O. The contents are refluxed for 1 hour and then cooled in an ice bath. Then 125 ml cold concentrated HCl are added. The solids are filtered and washed with 200 ml H2O. The solids are dried in a vacuum oven at 60° C. over the weekend yielding 58.8 g of ca. 95% pure p-hydroxyphenylhydantoic acid (by HPLC analysis). Starting materials: C(CC)=O (propionaldehyde), C(C)(=O)O (acetic acid), C(CC)=O (propionaldehyde), C1(=CC=CC2=CC=CC=C12)S(=O)(=O)C1=NNC2=CC=C(C=C12)OC1CCNCC1 (3-(1-naphthylsulfonyl)-5-(piperidin-4-yloxy)-1H-indazole), C(C)(=O)O[BH-](OC(C)=O)OC(C)=O.[Na+] (sodium triacetoxyborohydride), [OH-].[Na+] (sodium hydroxide). Run in C(C)(=O)OCC (ethyl acetate), ClCCCl (1,2-dichloroethane), ClCCCl (1,2-dichloroethane). Reaction conditions: time 2 hour. Yields the product C1(=CC=CC2=CC=CC=C12)S(=O)(=O)C1=NNC2=CC=C(C=C12)OC1CCN(CC1)CCC (3-(1-naphthylsulfonyl)-5-(1-propylpiperidin-4-yloxy)-1H-indazole). Isolated yield 81.8%. RXN SMILES: [C:1]1([S:11]([C:14]2[C:22]3[C:17](=[CH:18][CH:19]=[C:20]([O:23][CH:24]4[CH2:29][CH2:28][NH:27][CH2:26][CH2:25]4)[CH:21]=3)[NH:16][N:15]=2)(=[O:13])=[O:12])[C:10]2[C:5](=[CH:6][CH:7]=[CH:8][CH:9]=2)[CH:4]=[CH:3][CH:2]=1.[CH:30](=O)[CH2:31][CH3:32].C(O)(=O)C.C(O[BH-](OC(=O)C)OC(=O)C)(=O)C.[Na+].[OH-].[Na+]>ClCCCl.C(OCC)(=O)C>[C:1]1([S:11]([C:14]2[C:22]3[C:17](=[CH:18][CH:19]=[C:20]([O:23][CH:24]4[CH2:29][CH2:28][N:27]([CH2:30][CH2:31][CH3:32])[CH2:26][CH2:25]4)[CH:21]=3)[NH:16][N:15]=2)(=[O:12])=[O:13])[C:10]2[C:5](=[CH:6][CH:7]=[CH:8][CH:9]=2)[CH:4]=[CH:3][CH:2]=1 |f:3.4,5.6|. Procedure: A suspension of 3-(1-naphthylsulfonyl)-5-(piperidin-4-yloxy)-1H-indazole (56.0 mg, 0.137 mmol) in 1,2-dichloroethane was treated sequentially with propionaldehyde (0.01 mL, 0.1 mmol) in 1,2-dichloroethane and acetic acid (0.1 mL, 2 mmol), stirred at ambient temperatures under nitrogen for 2 hours, treated with additional propionaldehyde (0.1 mL, 1 mmol) to aid in solubility, stirred at ambient temperatures for 1.5 hours, treated with sodium triacetoxyborohydride (59.8 mg, 0.283 mmol), stirred fo... Reaction SMILES: [CH2:17]([Cl:18])[CH2:19][Cl:20].[CH3:1][O:2][CH2:3][C:4](=[O:5])[OH:6].[CH3:22][c:23]1[c:24]([CH2:25][NH:26][C:27](=[O:28])[CH:29]2[N:30]([C:36]([CH:37]([CH:38]([CH2:39][c:40]3[cH:41][cH:42][cH:43][cH:44][cH:45]3)[NH:46][C:47]([CH:48]([NH2:49])[CH:50]([CH3:51])[CH3:52])=[O:53])[OH:54])=[O:55])[CH2:31][S:32][C:33]2([CH3:34])[CH3:35])[cH:56][cH:57][cH:58][cH:59]1.[CH3:65][CH2:66][O:67][C:68](=[O:69])[CH3:70].[ClH:21].[O:60]=[CH:61][N:62]([CH3:63])[CH3:64].[OH:7][n:8]1[c:9]2[c:10]([cH:11][cH:12][cH:13][cH:14]2)[n:15][n:16]1>>[CH3:1][O:2][CH2:3][C:4](=[O:6])[NH:49][CH:48]([C:47]([NH:46][CH:38]([CH:37]([C:36]([N:30]1[CH:29]([C:27]([NH:26][CH2:25][c:24]2[c:23]([CH3:22])[cH:59][cH:58][cH:57][cH:56]2)=[O:28])[C:33]([CH3:34])([CH3:35])[S:32][CH2:31]1)=[O:55])[OH:54])[CH2:39][c:40]1[cH:41][cH:42][cH:43][cH:44][cH:45]1)=[O:53])[CH:50]([CH3:51])[CH3:52]. The reactants are ClCCCl, COCC(=O)O, Cc1ccccc1CNC(=O)C1N(C(=O)C(O)C(Cc2ccccc2)NC(=O)C(N)C(C)C)CSC1(C)C, CCOC(C)=O, Cl, CN(C)C=O, On1nnc2ccccc21. The product is COCC(=O)NC(C(=O)NC(Cc1ccccc1)C(O)C(=O)N1CSC(C)(C)C1C(=O)NCc1ccccc1C)C(C)C. Reactants: C(C)(C)(C)OC(=O)N([C@@H]1CC[C@H](CC1)C(=O)OC)C(C)C (methyl trans-4-[(tert-butoxycarbonyl)(isopropyl)amino]cyclohexane carboxylate), Cl.C(C)(=O)OCC (hydrogen chloride ethyl acetate). Run in C(C)(=O)OCC (ethyl acetate). Reaction conditions: time 3 hour. Yields the product Cl.C(C)(C)N[C@@H]1CC[C@H](CC1)C(=O)OC (methyl trans-4-(isopropylamino)cyclohexane carboxylate hydrochloride). RXN SMILES: C(OC([N:8]([CH:19]([CH3:21])[CH3:20])[C@H:9]1[CH2:14][CH2:13][C@H:12]([C:15]([O:17][CH3:18])=[O:16])[CH2:11][CH2:10]1)=O)(C)(C)C.[ClH:22].C(OCC)(=O)C>C(OCC)(=O)C>[ClH:22].[CH:19]([NH:8][C@H:9]1[CH2:14][CH2:13][C@H:12]([C:15]([O:17][CH3:18])=[O:16])[CH2:11][CH2:10]1)([CH3:21])[CH3:20] |f:1.2,4.5|. Procedure: To a mixture of 1.8 g of methyl trans-4-[(tert-butoxycarbonyl)(isopropyl)amino]cyclohexane carboxylate and 20 mL of ethyl acetate were added 20 mL of a 4.0 M hydrogen chloride/ethyl acetate solution, followed by stirring at room temperature for 3 hours. The reaction mixture was concentrated under reduced pressure to obtain 1.18 g of methyl trans-4-(isopropylamino)cyclohexane carboxylate hydrochloride as a colorless solid. The reactants are C(C)(C)(C)OC(C(CC1(CCCC1)C(N[C@@H]1CC[C@@H](CC1)C(=O)OCC)=O)CC(=O)OCC1=CC=CC=C1)=O (2-(Benzyloxycarbonylmethyl)-3-{1-[(cis-4-ethoxycarbonylcyclohexyl)carbamoyl]cyclopentyl}propanoic acid t-butyl ester). Reagents/catalysts: [Pd] (palladium on carbon). Solvent: O1CCCC1 (tetrahydrofuran). The product is C(C)(C)(C)OC(C(CC1(CCCC1)C(N[C@@H]1CC[C@@H](CC1)C(=O)OCC)=O)CC(=O)O)=O (2-(Carboxymethyl)-3-{1-[(cis-4-ethoxycarbonyl-cyclohexyl)carbamoyl]cyclopentyl}propanoic acid t-butyl ester). Yield: 95.7%. RXN SMILES: [C:1]([O:5][C:6](=[O:39])[CH:7]([CH2:28][C:29]([O:31]CC1C=CC=CC=1)=[O:30])[CH2:8][C:9]1([C:14](=[O:27])[NH:15][C@H:16]2[CH2:21][CH2:20][C@@H:19]([C:22]([O:24][CH2:25][CH3:26])=[O:23])[CH2:18][CH2:17]2)[CH2:13][CH2:12][CH2:11][CH2:10]1)([CH3:4])([CH3:3])[CH3:2]>O1CCCC1.[Pd]>[C:1]([O:5][C:6](=[O:39])[CH:7]([CH2:28][C:29]([OH:31])=[O:30])[CH2:8][C:9]1([C:14](=[O:27])[NH:15][C@H:16]2[CH2:17][CH2:18][C@@H:19]([C:22]([O:24][CH2:25][CH3:26])=[O:23])[CH2:20][CH2:21]2)[CH2:13][CH2:12][CH2:11][CH2:10]1)([CH3:2])([CH3:3])[CH3:4]. Procedure: 2-(Benzyloxycarbonylmethyl)-3-{1-[(cis-4-ethoxycarbonylcyclohexyl)carbamoyl]cyclopentyl}propanoic acid t-butyl ester (3.50 g, 6.45 mmole) was dissolved in tetrahydrofuran (100 ml) and stirred with 5% palladium on carbon catalyst (200 mg) at room temperature under hydrogen at 50 p.s.i. (3.5 bar). After 36 hours the catalyst was removed by filtration and the solvent evaporated to give the product as a colourless oil (2.8 g, 96%). Found: C,63.28; H,8.70; N,3.20. C24H39NO7 requires C,63.55; H,8.67; ... Starting materials: ClC=1C=C(C=C(C1)S)CC(=O)O ((3-chloro-5-mercaptophenyl)acetic acid), ClC1=C(C#N)C=C(C=C1)S(=O)(=O)CC (2-chloro-5-(ethylsulfonyl)benzonitrile). The product is ClC=1C=C(C=C(C1)SC1=C(C=C(C=C1)S(=O)(=O)CC)C#N)CC(=O)O ((3-chloro-5-{[2-cyano-4-(ethylsulfonyl)phenyl]thio}phenyl)acetic acid). Procedure: The title compound was prepared as described in example 2 step (iii) but instead using the product from step (i) and the product from example 12 step (i). As a reaction SMILES: [Cl:1][C:2]1[CH:3]=[C:4]([CH2:9][C:10]([OH:12])=[O:11])[CH:5]=[C:6]([SH:8])[CH:7]=1.Cl[C:14]1[CH:21]=[CH:20][C:19]([S:22]([CH2:25][CH3:26])(=[O:24])=[O:23])=[CH:18][C:15]=1[C:16]#[N:17]>>[Cl:1][C:2]1[CH:3]=[C:4]([CH2:9][C:10]([OH:12])=[O:11])[CH:5]=[C:6]([S:8][C:14]2[CH:21]=[CH:20][C:19]([S:22]([CH2:25][CH3:26])(=[O:24])=[O:23])=[CH:18][C:15]=2[C:16]#[N:17])[CH:7]=1.